Dataset: the Open Reaction Database (ORD), a public repository of structured organic reaction records. Task: describe an organic reaction: reactants, conditions, products, and yield Reactants: [Cl-].[Cl-].[Cl-].[Nd+3] (neodymium trichloride), C[Si](C)(C)[N-][Si](C)(C)C.[K+] (potassium bis(trimethylsilyl)amide). Run in C1CCOC1 (THF). Yields the product C[Si](C)(C)[N-][Si](C)(C)C.C[Si](C)(C)[N-][Si](C)(C)C.C[Si](C)(C)[N-][Si](C)(C)C.[Nd+3] (Neodymium tris(bis(trimethylsilyl)amide)). As a reaction SMILES: [Cl-].[Cl-].[Cl-].[Nd+3:4].[CH3:5][Si:6]([N-:9][Si:10]([CH3:13])([CH3:12])[CH3:11])([CH3:8])[CH3:7].[K+]>C1COCC1>[CH3:5][Si:6]([N-:9][Si:10]([CH3:13])([CH3:12])[CH3:11])([CH3:8])[CH3:7].[CH3:5][Si:6]([N-:9][Si:10]([CH3:13])([CH3:12])[CH3:11])([CH3:8])[CH3:7].[CH3:5][Si:6]([N-:9][Si:10]([CH3:13])([CH3:12])[CH3:11])([CH3:8])[CH3:7].[Nd+3:4] |f:0.1.2.3,4.5,7.8.9.10|. Procedure: Preparation of amine ligands was generally accomplished without exclusion of air and moisture, unless otherwise stated. All manipulations involving metal complexes were carried out under an inert atmosphere of oxygen-free UHP grade argon using standard Schlenk techniques, or under oxygen-free helium in a Vacuum Atmospheres glovebox. Chemicals were obtained from the following suppliers and used as received: Lancaster Synthesis—hexafluorobenzene, 3,5-bis(trifluoromethyl)aniline, pentafluoroaniline... The reactants are Cc1ccc(Br)cn1, C1CCOC1, CCCCC([Sn])=C(CCCC)CCCC, CN(C)C=O, O, c1ccc(P(c2ccccc2)(c2ccccc2)[Pd](P(c2ccccc2)(c2ccccc2)c2ccccc2)(P(c2ccccc2)(c2ccccc2)c2ccccc2)P(c2ccccc2)(c2ccccc2)c2ccccc2)cc1. Yields the product C=Cc1ccc(C)nc1. Reaction SMILES: [Br:1][c:2]1[cH:3][cH:4][c:5]([CH3:8])[n:6][cH:7]1.[CH2:29]1[O:30][CH2:31][CH2:32][CH2:33]1.[CH2:9]([CH2:10][CH2:22][CH3:23])[C:11]([Sn:12])=[C:13]([CH2:14][CH2:15][CH2:16][CH3:17])[CH2:18][CH2:19][CH2:20][CH3:21].[O:24]=[CH:25][N:26]([CH3:27])[CH3:28].[OH2:34].[cH:35]1[cH:36][cH:37][c:38]([P:39]([Pd:40]([P:41]([c:42]2[cH:43][cH:44][cH:45][cH:46][cH:47]2)([c:48]2[cH:49][cH:50][cH:51][cH:52][cH:53]2)[c:54]2[cH:55][cH:56][cH:57][cH:58][cH:59]2)([P:60]([c:61]2[cH:62][cH:63][cH:64][cH:65][cH:66]2)([c:67]2[cH:68][cH:69][cH:70][cH:71][cH:72]2)[c:73]2[cH:74][cH:75][cH:76][cH:77][cH:78]2)[P:79]([c:80]2[cH:81][cH:82][cH:83][cH:84][cH:85]2)([c:86]2[cH:87][cH:88][cH:89][cH:90][cH:91]2)[c:92]2[cH:93][cH:94][cH:95][cH:96][cH:97]2)([c:98]2[cH:99][cH:100][cH:101][cH:102][cH:103]2)[c:104]2[cH:105][cH:106][cH:107][cH:108][cH:109]2)[cH:110][cH:111]1>>[c:2]1([CH:9]=[CH2:10])[cH:3][cH:4][c:5]([CH3:8])[n:6][cH:7]1. The reactants are ClC1=CC=C(C=C1)C1CCN(CC1)C([C@@H](C(C)C)NC(=S)NC(C1=CC=CC=C1)=O)=O ((R)—N-(1-(4-(4-chlorophenyl)piperidin-1-yl)-3-methyl-1-oxobutan-2-ylcarbamothioyl)benzamide), C(=O)([O-])[O-].[K+].[K+] (K2CO3), CI (MeI). Run in CCOCC (Et2O), CC#N (CH3CN). Conditions: time 4 hour. Yields the product C(C1=CC=CC=C1)(=O)\N=C(\N[C@@H](C(=O)N1CCC(CC1)C1=CC=C(C=C1)Cl)C(C)C)/SC ((R,Z)-methyl N′-benzoyl-N-(1-(4-(4-chlorophenyl)piperidin-1-yl)-3-methyl-1-oxobutan-2-yl)carbamimidothioate). Yield: 97.0%. Reaction SMILES: [Cl:1][C:2]1[CH:7]=[CH:6][C:5]([CH:8]2[CH2:13][CH2:12][N:11]([C:14](=[O:31])[C@H:15]([NH:19][C:20]([NH:22][C:23](=[O:30])[C:24]3[CH:29]=[CH:28][CH:27]=[CH:26][CH:25]=3)=[S:21])[CH:16]([CH3:18])[CH3:17])[CH2:10][CH2:9]2)=[CH:4][CH:3]=1.[C:32]([O-])([O-])=O.[K+].[K+].CI>CC#N.CCOCC>[C:23](/[N:22]=[C:20](\[S:21][CH3:32])/[NH:19][C@H:15]([CH:16]([CH3:17])[CH3:18])[C:14]([N:11]1[CH2:10][CH2:9][CH:8]([C:5]2[CH:6]=[CH:7][C:2]([Cl:1])=[CH:3][CH:4]=2)[CH2:13][CH2:12]1)=[O:31])(=[O:30])[C:24]1[CH:25]=[CH:26][CH:27]=[CH:28][CH:29]=1 |f:1.2.3|. Reported procedure: To a solution of (R)—N-(1-(4-(4-chlorophenyl)piperidin-1-yl)-3-methyl-1-oxobutan-2-ylcarbamothioyl)benzamide (300 mg, crude) in CH3CN (2 mL) was added K2CO3 (275 mg, 2 mmol) followed by MeI (75 μL, 2 mmol). The reaction was stirred for 4 h at rt., diluted with Et2O (10 mL) and the solids were filtered through a plug of celite. The filtrate was condensed in vacuo to give (R,Z)-methyl N′-benzoyl-N-(1-(4-(4-chlorophenyl)piperidin-1-yl)-3-methyl-1-oxobutan-2-yl)carbamimidothioate (300 mg, m/z 473, M... Reactants: Cc1ccc(-c2ccc(CC(C(O)CC(Cc3ccccc3)NC(=O)C(N3CCN(Cc4cccc(C)n4)C3=O)C(C)(C)C)N(Cc3ccccc3)C(=O)[O-])cc2)cn1, CO, Cl, [OH-], [OH-], [Pd+2]. Product: Cl, Cc1ccc(-c2ccc(CC(N)C(O)CC(Cc3ccccc3)NC(=O)C(N3CCN(Cc4cccc(C)n4)C3=O)C(C)(C)C)cc2)cn1. As a reaction SMILES: [CH2:1]([c:5]1[cH:6][cH:7][cH:9][cH:10][cH:11]1)[N:8]([C:2](=[O:3])[O-:4])[CH:12]([CH:13]([CH2:14][CH:15]([CH2:16][c:17]1[cH:18][cH:19][cH:20][cH:21][cH:22]1)[NH:23][C:24]([CH:25]([C:26]([CH3:27])([CH3:28])[CH3:29])[N:30]1[C:31](=[O:43])[N:32]([CH2:35][c:36]2[n:37][c:38]([CH3:42])[cH:39][cH:40][cH:41]2)[CH2:33][CH2:34]1)=[O:44])[OH:45])[CH2:46][c:47]1[cH:48][cH:49][c:50](-[c:53]2[cH:54][n:55][c:56]([CH3:59])[cH:57][cH:58]2)[cH:51][cH:52]1.[CH3:61][OH:62].[ClH:60].[OH-:63].[OH-:64].[Pd+2:65]>>[ClH:60].[NH2:8][CH:12]([CH:13]([CH2:14][CH:15]([CH2:16][c:17]1[cH:18][cH:19][cH:20][cH:21][cH:22]1)[NH:23][C:24]([CH:25]([C:26]([CH3:27])([CH3:28])[CH3:29])[N:30]1[C:31](=[O:43])[N:32]([CH2:35][c:36]2[n:37][c:38]([CH3:42])[cH:39][cH:40][cH:41]2)[CH2:33][CH2:34]1)=[O:44])[OH:45])[CH2:46][c:47]1[cH:48][cH:49][c:50](-[c:53]2[cH:54][n:55][c:56]([CH3:59])[cH:57][cH:58]2)[cH:51][cH:52]1. Reactants: FC(C(=O)O)(F)F (trifluoroacetic acid), [BH-](OC(=O)C)(OC(=O)C)OC(=O)C.[Na+] (NaBH(OAc)3), C(C1=CC=CC=C1)N(CC(C(=O)OCC)(F)F)CC1=CC=CC=C1 (Ethyl 3-(dibenzylamino)-2,2-difluoropropanoate), CC(=O)C (acetone), C(C)(=O)[O-].[Na+] (sodium acetate), [OH-].[Na+] (NaOH). The reagents and catalysts are [OH-].[OH-].[Pd+2] (Pd(OH)2/C). Solvent: [Cl-].[Na+].O (brine), CCO (EtOH). Run at temperature 0 celsius, time 8 hour. The product is FC(C(=O)OCC)(CNC(C)C)F (Ethyl 2,2-difluoro-3-(isopropylamino)propanoate). Isolated yield 54.0%. RXN SMILES: C([N:8]([CH2:18][C:19]1C=CC=CC=1)[CH2:9][C:10]([F:17])([F:16])[C:11]([O:13][CH2:14][CH3:15])=[O:12])C1C=CC=CC=1.F[C:26](F)(F)C(O)=O.CC(C)=O.C([O-])(=O)C.[Na+].[BH-](OC(C)=O)(OC(C)=O)OC(C)=O.[Na+].[OH-].[Na+]>CCO.[Cl-].[Na+].O.[OH-].[OH-].[Pd+2]>[F:17][C:10]([F:16])([CH2:9][NH:8][CH:18]([CH3:19])[CH3:26])[C:11]([O:13][CH2:14][CH3:15])=[O:12] |f:3.4,5.6,7.8,10.11.12,13.14.15|. Procedure details: Ethyl 3-(dibenzylamino)-2,2-difluoropropanoate (5.00 g, 15.0 mmol) was dissolved in EtOH (25 mL) and trifluoroacetic acid was added (1.15 mL, 15.5 mmol). To this mixture, Pd(OH)2/C (20%, 250 mg) was added, and the reaction mixture was hydrogenated at 60 psi overnight. The mixture was filtered through a pad of Celite, the Celite pad was washed with ethanol and the filtrate was concentrated in vacuo. The residue was dissolved in THF (65 mL) and to the solution was added acetone (0.872 g, 15.0 mmol... The reactants are O=[N+]([O-])c1cccc(C=Cc2cncc(Br)c2)c1, CCO, O=C[O-], [Fe], [NH4+], O. Product: Nc1cccc(C=Cc2cncc(Br)c2)c1. Reaction SMILES: [Br:1][c:2]1[cH:3][n:4][cH:5][c:6]([CH:8]=[CH:9][c:10]2[cH:11][c:12]([N+:16]([O-:17])=[O:18])[cH:13][cH:14][cH:15]2)[cH:7]1.[CH3:23][CH2:24][OH:25].[CH:19]([O-:20])=[O:21].[Fe:27].[NH4+:22].[OH2:26]>>[Br:1][c:2]1[cH:3][n:4][cH:5][c:6]([CH:8]=[CH:9][c:10]2[cH:11][c:12]([NH2:16])[cH:13][cH:14][cH:15]2)[cH:7]1.